Dataset: the Open Reaction Database (ORD), a public repository of structured organic reaction records. Task: describe an organic reaction: reactants, conditions, products, and yield Reactants: CC(C)(C)[Si](C)(C)OC(CBr)c1ccc(OCc2ccccc2)c2[nH]c(=O)ccc12, CC#N, [I-], [K+], [K+], COc1cccc(Nc2c(C(N)=O)cnc3c(C)cc(S(=O)(=O)c4cccc(C(=O)Nc5ccc(CCN)cc5)c4)cc23)c1, [Na+], O=C([O-])[O-], CN(C)C=O, O. RXN SMILES: [CH2:45]([c:46]1[cH:47][cH:48][cH:49][cH:50][cH:51]1)[O:52][c:53]1[cH:54][cH:55][c:56]([CH:64]([CH2:65][Br:66])[O:67][Si:68]([CH3:69])([CH3:70])[C:71]([CH3:72])([CH3:73])[CH3:74])[c:57]2[cH:58][cH:59][c:60](=[O:63])[nH:61][c:62]12.[CH3:89][C:90]#[N:91].[I-:76].[K+:77].[K+:78].[NH2:1][CH2:2][CH2:3][c:4]1[cH:5][cH:6][c:7]([NH:10][C:11](=[O:12])[c:13]2[cH:14][c:15]([S:19](=[O:20])(=[O:21])[c:22]3[cH:23][c:24]4[c:25]([NH:36][c:37]5[cH:38][c:39]([O:43][CH3:44])[cH:40][cH:41][cH:42]5)[c:26]([C:33](=[O:34])[NH2:35])[cH:27][n:28][c:29]4[c:30]([CH3:32])[cH:31]3)[cH:16][cH:17][cH:18]2)[cH:8][cH:9]1.[Na+:75].[O-:79][C:80]([O-:81])=[O:82].[O:84]=[CH:85][N:86]([CH3:87])[CH3:88].[OH2:83]>>[NH:1]([CH2:2][CH2:3][c:4]1[cH:5][cH:6][c:7]([NH:10][C:11](=[O:12])[c:13]2[cH:14][c:15]([S:19](=[O:20])(=[O:21])[c:22]3[cH:23][c:24]4[c:25]([NH:36][c:37]5[cH:38][c:39]([O:43][CH3:44])[cH:40][cH:41][cH:42]5)[c:26]([C:33](=[O:34])[NH2:35])[cH:27][n:28][c:29]4[c:30]([CH3:32])[cH:31]3)[cH:16][cH:17][cH:18]2)[cH:8][cH:9]1)[CH2:65][CH:64]([c:56]1[cH:55][cH:54][c:53]([O:52][CH2:45][c:46]2[cH:47][cH:48][cH:49][cH:50][cH:51]2)[c:62]2[c:57]1[cH:58][cH:59][c:60](=[O:63])[nH:61]2)[O:67][Si:68]([CH3:69])([CH3:70])[C:71]([CH3:72])([CH3:73])[CH3:74]. Product: COc1cccc(Nc2c(C(N)=O)cnc3c(C)cc(S(=O)(=O)c4cccc(C(=O)Nc5ccc(CCNCC(O[Si](C)(C)C(C)(C)C)c6ccc(OCc7ccccc7)c7[nH]c(=O)ccc67)cc5)c4)cc23)c1. The reactants are C1CCC2=NCCCN2CC1, CS(C)=O, Cc1ccc(C2OC(=O)NC2C)cc1, O=C=NC1CCCCC1, O. Yields the product Cc1ccc(C2OC(=O)N(C(=O)NC3CCCCC3)C2C)cc1. RXN SMILES: [CH2:28]1[CH2:29][CH2:30][C:31]2=[N:36][CH2:35][CH2:34][CH2:33][N:32]2[CH2:37][CH2:38]1.[CH3:1][S:2]([CH3:3])=[O:4].[CH3:5][CH:6]1[NH:7][C:8](=[O:18])[O:9][CH:10]1[c:11]1[cH:12][cH:13][c:14]([CH3:17])[cH:15][cH:16]1.[CH:19]1([N:25]=[C:26]=[O:27])[CH2:20][CH2:21][CH2:22][CH2:23][CH2:24]1.[OH2:39]>>[CH3:5][CH:6]1[N:7]([C:26]([NH:25][CH:19]2[CH2:20][CH2:21][CH2:22][CH2:23][CH2:24]2)=[O:27])[C:8](=[O:18])[O:9][CH:10]1[c:11]1[cH:12][cH:13][c:14]([CH3:17])[cH:15][cH:16]1. Reactants: CC(=O)O[BH-](OC(C)=O)OC(C)=O, CC1CNCC(C)N1, ClCCl, O=Cc1ccc([N+](=O)[O-])cc1, [Na+]. Product: CC1CN(Cc2ccc([N+](=O)[O-])cc2)CC(C)N1. Reaction SMILES: [C:20]([O:21][BH-:22]([O:23][C:24](=[O:25])[CH3:26])[O:27][C:28](=[O:29])[CH3:30])(=[O:31])[CH3:32].[CH3:12][CH:13]1[NH:14][CH:15]([CH3:19])[CH2:16][NH:17][CH2:18]1.[Cl:34][CH2:35][Cl:36].[N+:1](=[O:2])([O-:3])[c:4]1[cH:5][cH:6][c:7]([CH:8]=[O:9])[cH:10][cH:11]1.[Na+:33]>>[N+:1](=[O:2])([O-:3])[c:4]1[cH:5][cH:6][c:7]([CH2:8][N:17]2[CH2:16][CH:15]([CH3:19])[NH:14][CH:13]([CH3:12])[CH2:18]2)[cH:10][cH:11]1. As a reaction SMILES: [NH:1]([c:2]1[cH:3][cH:4][cH:5][cH:6][cH:7]1)[c:8]1[n:9][c:10]([CH3:16])[cH:11][c:12]([CH2:14][OH:15])[n:13]1.[P:17]([Cl:18])([Cl:19])([Cl:20])=[O:21]>>[NH:1]([c:2]1[cH:3][cH:4][cH:5][cH:6][cH:7]1)[c:8]1[n:9][c:10]([CH3:16])[cH:11][c:12]([CH2:14][Cl:19])[n:13]1. Reactants: Cc1cc(CO)nc(Nc2ccccc2)n1, O=P(Cl)(Cl)Cl. The product is Cc1cc(CCl)nc(Nc2ccccc2)n1. Starting materials: C(#N)C1=CC=C(CNC(C(OC)C2=CC(=C(C=C2)OC)O)=O)C=C1 ((RS)-N-(4-cyano-benzyl)-2-(3-hydroxy-4-methoxy-phenyl)-2-methoxy-acetamide), C(=O)([O-])[O-].[K+].[K+] (K2CO3), BrCC(=O)OCC (ethyl bromoacetate). Solvent: CN(C)C=O (DMF), CCOC(=O)C (EtOAc). Conditions: time 5 hour. Product: C(C)OC(COC1=C(C=CC(=C1)C(OC)C(NCC1=CC=C(C=C1)C#N)=O)OC)=O ((RS)-{5-[(4-cyano-benzylcarbamoyl)-methoxy-methyl]-2-methoxy-phenoxy}-acetic acid ethyl ester). The yield is 89.3%. Reaction SMILES: [C:1]([C:3]1[CH:24]=[CH:23][C:6]([CH2:7][NH:8][C:9](=[O:22])[CH:10]([C:13]2[CH:18]=[CH:17][C:16]([O:19][CH3:20])=[C:15]([OH:21])[CH:14]=2)[O:11][CH3:12])=[CH:5][CH:4]=1)#[N:2].C([O-])([O-])=O.[K+].[K+].Br[CH2:32][C:33]([O:35][CH2:36][CH3:37])=[O:34]>CN(C=O)C.CCOC(C)=O>[CH2:36]([O:35][C:33](=[O:34])[CH2:32][O:21][C:15]1[CH:14]=[C:13]([CH:10]([C:9](=[O:22])[NH:8][CH2:7][C:6]2[CH:5]=[CH:4][C:3]([C:1]#[N:2])=[CH:24][CH:23]=2)[O:11][CH3:12])[CH:18]=[CH:17][C:16]=1[O:19][CH3:20])[CH3:37] |f:1.2.3|. Procedure details: To a stirred solution of (RS)-N-(4-cyano-benzyl)-2-(3-hydroxy-4-methoxy-phenyl)-2-methoxy-acetamide (0.303 g) at rt in DMF (3 ml) were added K2CO3 (0.14 g) and ethyl bromoacetate (0.169 g). The reaction mixture was then stirred at rt under an argon atmosphere for 5 h 45. The mixture was diluted with EtOAc (25 ml), washed with water (25 ml) and brine (25 ml), dried (MgSO4), filtered and concentrated (rotavapor) to leave the crude product as a light yellow gum. The product was purified by chromato...